From a dataset of the Open Reaction Database (ORD), a public repository of structured organic reaction records. describe an organic reaction: reactants, conditions, products, and yield Starting materials: CCOC(C)=O, Cn1c(C(F)(F)F)cc(=O)n(-c2ccc(Cl)c(S(=O)(=O)Cl)c2)c1=O, Cl, N, C1CCOC1. Product: Cn1c(C(F)(F)F)cc(=O)n(-c2ccc(Cl)c(S(N)(=O)=O)c2)c1=O. Reaction SMILES: [CH3:26][CH2:27][O:28][C:29](=[O:30])[CH3:31].[Cl:2][c:3]1[c:4]([S:22](=[O:23])(=[O:24])[Cl:25])[cH:5][c:6](-[n:9]2[c:10](=[O:21])[n:11]([CH3:20])[c:12]([C:16]([F:17])([F:18])[F:19])[cH:13][c:14]2=[O:15])[cH:7][cH:8]1.[ClH:32].[NH3:1].[O:33]1[CH2:34][CH2:35][CH2:36][CH2:37]1>>[NH2:1][S:22]([c:4]1[c:3]([Cl:2])[cH:8][cH:7][c:6](-[n:9]2[c:10](=[O:21])[n:11]([CH3:20])[c:12]([C:16]([F:17])([F:18])[F:19])[cH:13][c:14]2=[O:15])[cH:5]1)(=[O:23])=[O:24]. The reactants are [Si](C)(C)(C(C)(C)C)OC[C@H](OC1=C(SC(=C1)N1C=NC=2C=NC(=CC21)CO[Si](C)(C)C(C)(C)C)C(=O)OC)C2=C(C=CC=C2)Cl (methyl 3-[(1R)-2-{[tert-butyl(dimethyl)silyl]oxy}-1-(2-chlorophenyl)ethoxy]-5-[6-({[tert-butyl(dimethyl)silyl]oxy}methyl)-1H-imidazo[4,5-c]pyridin-1-yl]thiophene-2-carboxylate), saturated solution, N (ammonia). Solvent: CO (methanol). Yields the product [Si](C)(C)(C(C)(C)C)OC[C@H](OC1=C(SC(=C1)N1C=NC=2C=NC(=CC21)CO[Si](C)(C)C(C)(C)C)C(=O)N)C2=C(C=CC=C2)Cl (3-[(1R)-2-{[tert-butyl(dimethyl)silyl]oxy}-1-(2-chlorophenyl)ethoxy]-5-[6-({[tert-butyl(dimethyl)silyl]oxy}methyl)-1H-imidazo[4,5-c]pyridin-1-yl]thiophene-2-carboxamide). As a reaction SMILES: [Si:1]([O:8][CH2:9][C@@H:10]([C:39]1[CH:44]=[CH:43][CH:42]=[CH:41][C:40]=1[Cl:45])[O:11][C:12]1[CH:16]=[C:15]([N:17]2[C:25]3[CH:24]=[C:23]([CH2:26][O:27][Si:28]([C:31]([CH3:34])([CH3:33])[CH3:32])([CH3:30])[CH3:29])[N:22]=[CH:21][C:20]=3[N:19]=[CH:18]2)[S:14][C:13]=1[C:35]([O:37]C)=O)([C:4]([CH3:7])([CH3:6])[CH3:5])([CH3:3])[CH3:2].[NH3:46]>CO>[Si:1]([O:8][CH2:9][C@@H:10]([C:39]1[CH:44]=[CH:43][CH:42]=[CH:41][C:40]=1[Cl:45])[O:11][C:12]1[CH:16]=[C:15]([N:17]2[C:25]3[CH:24]=[C:23]([CH2:26][O:27][Si:28]([C:31]([CH3:34])([CH3:33])[CH3:32])([CH3:30])[CH3:29])[N:22]=[CH:21][C:20]=3[N:19]=[CH:18]2)[S:14][C:13]=1[C:35]([NH2:46])=[O:37])([C:4]([CH3:7])([CH3:5])[CH3:6])([CH3:2])[CH3:3]. Reported procedure: In a similar manner as described for example A5, 500 mg of methyl 3-[(1R)-2-{[tert-butyl(dimethyl)silyl]oxy}-1-(2-chlorophenyl)ethoxy]-5-[6-({[tert-butyl(dimethyl)silyl]oxy}methyl)-1H-imidazo[4,5-c]pyridin-1-yl]thiophene-2-carboxylate and 40 ml of a saturated solution of ammonia in methanol yield the title compound. The product is C(#N)C=1C(=NNC1C=1C=C(C(=O)O)C=CC1C)C (3-(4-Cyano-3-methyl-1H-pyrazol-5-yl)-4-methylbenzoic acid). Reactants: C(#N)C=1C=NNC1C=1C=C(C(=O)O)C=CC1C (3-(4-cyano-1H-pyrazol-5-yl)-4-methylbenzoic acid), IC1=C(C(=NN1)C)C#N (5-iodo-3-methyl-1H-pyrazole-4-carbonitrile), IC1=C(C(=NN1)C)C#N (5-iodo-3-methyl-1H-pyrazole-4-carbonitrile), IC1=NNC=C1C#N (3-iodo-1H-pyrazole-4-carbonitrile), IC1=NNC=C1C#N (3-iodo-1H-pyrazole-4-carbonitrile). Reaction SMILES: [C:1]([C:3]1[CH:4]=[N:5][NH:6][C:7]=1[C:8]1[CH:9]=[C:10]([CH:14]=[CH:15][C:16]=1[CH3:17])[C:11]([OH:13])=[O:12])#[N:2].I[C:19]1NN=C(C)C=1C#N.IC1C(C#N)=CNN=1>>[C:1]([C:3]1[C:4]([CH3:19])=[N:5][NH:6][C:7]=1[C:8]1[CH:9]=[C:10]([CH:14]=[CH:15][C:16]=1[CH3:17])[C:11]([OH:13])=[O:12])#[N:2]. Procedure details: The title compound was prepared using standard chemical manipulations and procedures similar to those used for the preparation of compound 256.5, except 5-iodo-3-methyl-1H-pyrazole-4-carbonitrile (compound 257.4) was used in place 3-iodo-1H-pyrazole-4-carbonitrile (compound 256.1). Starting materials: COc1cc(C(=CC#N)c2cc(OC)c(OC)c(OC)c2)ccc1[N+](=O)[O-], CCO, [Na+], [OH-], O, O, Cl[Sn](Cl)(Cl)Cl. The product is COc1cc(C(=CC#N)c2cc(OC)c(OC)c(OC)c2)ccc1N. As a reaction SMILES: [CH3:1][O:2][c:3]1[cH:4][c:5]([C:12](=[CH:13][C:14]#[N:15])[c:16]2[cH:17][c:18]([O:26][CH3:27])[c:19]([O:24][CH3:25])[c:20]([O:22][CH3:23])[cH:21]2)[cH:6][cH:7][c:8]1[N+:9]([O-:10])=[O:11].[CH3:37][CH2:38][OH:39].[Na+:36].[OH-:35].[OH2:28].[OH2:29].[Sn:30]([Cl:31])([Cl:32])([Cl:33])[Cl:34]>>[CH3:1][O:2][c:3]1[cH:4][c:5]([C:12](=[CH:13][C:14]#[N:15])[c:16]2[cH:17][c:18]([O:26][CH3:27])[c:19]([O:24][CH3:25])[c:20]([O:22][CH3:23])[cH:21]2)[cH:6][cH:7][c:8]1[NH2:9].